From a dataset of the Open Reaction Database (ORD), a public repository of structured organic reaction records. describe an organic reaction: reactants, conditions, products, and yield Starting materials: C(C(=O)Cl)(=O)Cl (Oxalyl chloride), ClC=1SC(=C(N1)C(=O)O)CCC1=CC(=CC=C1)Cl (2-Chloro-5-(2-(3-chlorophenyl)ethyl)-4-thiazolecarboxylic acid). The reagents and catalysts are CN(C=O)C (dimethylformamide). Run in ClCCl (dichloromethane). Yields the product ClC=1SC(=C(N1)C(=O)Cl)CCC1=CC(=CC=C1)Cl (2-Chloro-5-(2-(3-chlorophenyl)ethyl)-4-thiazolecarboxylic acid chloride). RXN SMILES: [C:1](Cl)(=O)[C:2]([Cl:4])=[O:3].[Cl:7][C:8]1[S:9][C:10]([CH2:16][CH2:17][C:18]2[CH:23]=[CH:22][CH:21]=[C:20]([Cl:24])[CH:19]=2)=C(C(O)=O)[N:12]=1>ClCCl.CN(C)C=O>[Cl:7][C:8]1[S:9][C:10]([CH2:16][CH2:17][C:18]2[CH:23]=[CH:22][CH:21]=[C:20]([Cl:24])[CH:19]=2)=[C:1]([C:2]([Cl:4])=[O:3])[N:12]=1. Reported procedure: Oxalyl chloride (1.75 ml) was added to a solution of the product from step (iii) (3.14 g) in dichloromethane (30 ml) at room temperature containing 2 drops of dimethylformamide. After 4 h the volatiles were removed under reduced pressure to leave the subtitle product. Used directly in the next step. Starting materials: CC(=O)C1=C(C=CC(=C1)Br)O (5-bromo-2-hydroxyacetophenone), C1(=CC=CC=C1)C1CCC(CC1)=O (4-phenylcyclo-hexanone), N1CCCC1 (pyrrolidine). Solvent: CO (MeOH). Product: BrC=1C=C2C(CC3(CCC(CC3)C3=CC=CC=C3)OC2=CC1)=O (6-bromo-4′-phenylspiro[chroman-2,1′-cyclohexan]-4-one). Yield: 65.2%. Reaction SMILES: [CH3:1][C:2]([C:4]1[CH:9]=[C:8]([Br:10])[CH:7]=[CH:6][C:5]=1[OH:11])=[O:3].[C:12]1([CH:18]2[CH2:23][CH2:22][C:21](=O)[CH2:20][CH2:19]2)[CH:17]=[CH:16][CH:15]=[CH:14][CH:13]=1.N1CCCC1>CO>[Br:10][C:8]1[CH:9]=[C:4]2[C:5](=[CH:6][CH:7]=1)[O:11][C:21]1([CH2:20][CH2:19][CH:18]([C:12]3[CH:17]=[CH:16][CH:15]=[CH:14][CH:13]=3)[CH2:23][CH2:22]1)[CH2:1][C:2]2=[O:3]. Procedure details: In a 50 mL round bottom flask was placed 5-bromo-2-hydroxyacetophenone (1 g, 4.65 mmol) and 4-phenylcyclo-hexanone (810 mg, 4.65 mmol). They were dissolved in MeOH (9.3 mL). To this solution was added pyrrolidine (764 μL, 9.30 mmol) dropwise. To the flask was attached a condenser and the reaction mixture was heated at reflux overnight (˜14 hours). The next morning the volatiles were remove under reduced pressure and the crude material was purified by flash chromatography (ISCO, 40 g SiO2 cartrid... Reactants: CN(C(=O)C1=CC2=C(N=C(N=C2)Cl)N1C1CCCC1)C (2-Chloro-7-cyclopentyl-7H-pyrrolo[2,3-d]pyrimidine-6-carboxylic acid dimethylamide), C(C)(C)(C)OC(=O)N1C2CN(CC1CCC2)C(=O)C=2C=NC(=CC2)N (3-(6-Amino-pyridine-3-carbonyl)-3,9-diaza-bicyclo[3.3.1]nonane-9-carboxylic acid tert-butyl ester). Yields the product C(C)(C)(C)OC(=O)N1C2CN(CC1CCC2)C(=O)C=2C=NC(=CC2)NC=2N=CC1=C(N2)N(C(=C1)C(N(C)C)=O)C1CCCC1 (3-[6-(7-Cyclopentyl-6-dimethylcarbamoyl-7H-pyrrolo[2,3-d]pyrimidin-2-ylamino)-pyridine-3-carbonyl]-3,9-diaza-bicyclo[3.3.1]nonane-9-carboxylic acid tert-butyl ester). Yield: 58.7%. Reaction SMILES: [CH3:1][N:2]([CH3:20])[C:3]([C:5]1[N:14]([CH:15]2[CH2:19][CH2:18][CH2:17][CH2:16]2)[C:8]2[N:9]=[C:10](Cl)[N:11]=[CH:12][C:7]=2[CH:6]=1)=[O:4].[C:21]([O:25][C:26]([N:28]1[CH:33]2[CH2:34][CH2:35][CH2:36][CH:29]1[CH2:30][N:31]([C:37]([C:39]1[CH:40]=[N:41][C:42]([NH2:45])=[CH:43][CH:44]=1)=[O:38])[CH2:32]2)=[O:27])([CH3:24])([CH3:23])[CH3:22]>>[C:21]([O:25][C:26]([N:28]1[CH:29]2[CH2:36][CH2:35][CH2:34][CH:33]1[CH2:32][N:31]([C:37]([C:39]1[CH:40]=[N:41][C:42]([NH:45][C:10]3[N:11]=[CH:12][C:7]4[CH:6]=[C:5]([C:3](=[O:4])[N:2]([CH3:20])[CH3:1])[N:14]([CH:15]5[CH2:19][CH2:18][CH2:17][CH2:16]5)[C:8]=4[N:9]=3)=[CH:43][CH:44]=1)=[O:38])[CH2:30]2)=[O:27])([CH3:24])([CH3:22])[CH3:23]. Procedure details: Following general N—C coupling procedure 1, 2-Chloro-7-cyclopentyl-7H-pyrrolo[2,3-d]pyrimidine-6-carboxylic acid dimethylamide (100 mg, 0.342 mmol, 1.0 eq) was combined with 3-(6-Amino-pyridine-3-carbonyl)-3,9-diaza-bicyclo[3.3.1]nonane-9-carboxylic acid tert-butyl ester (130 mg, 0.376 mmol, 1.1 eq) which gave 3-[6-(7-Cyclopentyl-6-dimethylcarbamoyl-7H-pyrrolo[2,3-d]pyrimidin-2-ylamino)-pyridine-3-carbonyl]-3,9-diaza-bicyclo[3.3.1]nonane-9-carboxylic acid tert-butyl ester (121 mg) in 59% yield. ... Reactants: Cl.COC(N)=N (O-methylisourea hydrochloride), C(CC(=O)OC)(=O)OC (dimethyl malonate), C[O-].[Na+] (sodium methoxide). Solvent: CO (methanol). The product is COC1=NC(=CC(=N1)O)O (2-Methoxy-pyrimidine-4,6-diol). The yield is 109.5%. As a reaction SMILES: Cl.[CH3:2][O:3][C:4](=[NH:6])[NH2:5].[C:7](OC)(=[O:13])[CH2:8][C:9](OC)=[O:10].C[O-].[Na+]>CO>[CH3:2][O:3][C:4]1[N:5]=[C:9]([OH:10])[CH:8]=[C:7]([OH:13])[N:6]=1 |f:0.1,3.4|. Procedure details: In a sealed tube O-methylisourea hydrochloride (3.0 g, 27 mmol) and dimethyl malonate (3.1 mL, 27 mmol) were dissolved in 30% w/v solution of sodium methoxide in methanol. The reaction mixture was refluxed for four hours before being allowed to cool to ambient temperature overnight. The resultant white precipitate was filtered and dried in vacuo yielding 4.2 g (quantitative yield) of the title compound. Starting materials: FC=1C=C(C=CC1F)B(O)O (3,4-difluorophenylboronic acid), BrC=1C=CC(=C(C1)C=1C(NC2(C1O)CCC(CC2)(F)F)=O)C (3-(5-Bromo-2-methylphenyl)-8,8-difluoro-4-hydroxy-1-azaspiro[4.5]dec-3-en-2-one), C([O-])([O-])=O.[Na+].[Na+] (sodium carbonate), bis(trisphenylphosphine)palladium(II) chloride, Cl (hydrochloric acid). Run in COCCOC (ethylene glycol dimethyl ether). Product: FC=1C=C(C=CC1F)C1=CC(=C(C=C1)C)C=1C(NC2(C1O)CCC(CC2)(F)F)=O (3-(3′,4′-Difluoro-4-methylbiphenyl-3-yl)-8,8-difluoro-4-hydroxy-1-azaspiro[4.5]dec-3-en-2-one). Reaction SMILES: Br[C:2]1[CH:3]=[CH:4][C:5]([CH3:22])=[C:6]([C:8]2[C:9](=[O:21])[NH:10][C:11]3([CH2:18][CH2:17][C:16]([F:20])([F:19])[CH2:15][CH2:14]3)[C:12]=2[OH:13])[CH:7]=1.C(=O)([O-])[O-].[Na+].[Na+].[F:29][C:30]1[CH:31]=[C:32](B(O)O)[CH:33]=[CH:34][C:35]=1[F:36].Cl>COCCOC>[F:29][C:30]1[CH:31]=[C:32]([C:2]2[CH:3]=[CH:4][C:5]([CH3:22])=[C:6]([C:8]3[C:9](=[O:21])[NH:10][C:11]4([CH2:14][CH2:15][C:16]([F:20])([F:19])[CH2:17][CH2:18]4)[C:12]=3[OH:13])[CH:7]=2)[CH:33]=[CH:34][C:35]=1[F:36] |f:1.2.3|. Reported procedure: 0.74 g (2.0 mmol) of the compound from Example 11A was initially charged in 5 ml of ethylene glycol dimethyl ether, 14.5 ml of 2M aqueous sodium carbonate solution were added dropwise and 10 mg of bis(trisphenylphosphine)palladium(II) chloride were added. 0.35 g (2.2 mmol) of 3,4-difluorophenylboronic acid was then added, and the mixture was stirred under reflux overnight. After cooling, the mixture was acidified with 1N aqueous hydrochloric acid and extracted with ethyl acetate, and the extract... Reactants: C(C)OC(=O)C1(CCC(CC1)(F)F)N1C=NC(=C1)C (4,4-Difluoro-1-(4-methyl-imidazol-1-yl)-cyclohexanecarboxylic acid ethyl ester), N (ammonia). The solvent is CO (methanol). Run at time 72 hour. Yields the product FC1(CCC(CC1)(C(=O)N)N1C=NC(=C1)C)F (4,4-difluoro-1-(4-methyl-1H-imidazol-1-yl)cyclohexanecarboxamide). The yield is 45.0%. As a reaction SMILES: C([O:3][C:4]([C:6]1([N:14]2[CH:18]=[C:17]([CH3:19])[N:16]=[CH:15]2)[CH2:11][CH2:10][C:9]([F:13])([F:12])[CH2:8][CH2:7]1)=O)C.[NH3:20]>CO>[F:12][C:9]1([F:13])[CH2:10][CH2:11][C:6]([N:14]2[CH:18]=[C:17]([CH3:19])[N:16]=[CH:15]2)([C:4]([NH2:20])=[O:3])[CH2:7][CH2:8]1. Procedure: 4,4-Difluoro-1-(4-methyl-imidazol-1-yl)-cyclohexanecarboxylic acid ethyl ester (199 mg, 0.731 mmol was dissolved in 7 M ammonia in methanol (5 mL) and stirred for 72 hours. The sample was concentrated and the residue was purified by flash column chromatography on silica gel (eluding w a gradient elution from heptane to AcOEt to 5% Et3N/10% MeOH185% AcOEt) to give the title compound (84 mg, 45%) 1H NMR (CDCl3 500 MHz): 6 ppm 7.64 (s, 1H), 6.82 (s, 1H), 5.17 (m, 2H), 2.68 (m, 2H), 2.41 (m, 2H), 2.... RXN SMILES: [CH3:1][CH:2]([CH2:4][CH2:5][CH2:6][C@H:7]([C@@H:9]1[C@:27]2([CH3:28])[C@H:12]([C@H:13]3[C@H:24]([CH2:25][CH2:26]2)[C@:22]2([CH3:23])[C:16]([CH2:17][C@H:18]([CH2:20][CH2:21]2)O)=[CH:15][CH2:14]3)[CH2:11][CH2:10]1)[CH3:8])[CH3:3].CN(C)C1C=CC=CC=1.S(Br)([Br:40])=O>C(Cl)(Cl)Cl>[CH3:8][C@@H:7]([C@@H:9]1[C@@:27]2([CH3:28])[CH2:26][CH2:25][C@@H:24]3[C@@:22]4([CH3:23])[CH2:21][CH2:20][C@H:18]([Br:40])[CH2:17][C:16]4=[CH:15][CH2:14][C@H:13]3[C@@H:12]2[CH2:11][CH2:10]1)[CH2:6][CH2:5][CH2:4][CH:2]([CH3:3])[CH3:1]. Reported procedure: Cholesterol, (25 g, 64.6 mmol) was dissolved in 10 ml of dimethylaniline (78.9 mmol) and 5 ml of chloroform. While stirring on ice; small quantities of thionyl bromide (6 ml, 77.6 mmol) dissolved in 20 ml of cold chloroform was added slowly over a period of 15 minutes. After the addition of thionyl bromide was complete, the mixture was stirred for an additional 2 hours at room temperature. The resulting solution was poured into 200 ml of ice cold 95% ethanol and left on ice for 2 hour until crys... Solvent: C(Cl)(Cl)Cl (chloroform), C(Cl)(Cl)Cl (chloroform). Run at time 2 hour. The reactants are S(=O)(Br)Br (thionyl bromide), S(=O)(Br)Br (thionyl bromide), CC(C)CCC[C@@H](C)[C@H]1CC[C@H]2[C@@H]3CC=C4C[C@@H](O)CC[C@]4(C)[C@H]3CC[C@]12C (Cholesterol), CN(C1=CC=CC=C1)C (dimethylaniline), ice. The product is C[C@H](CCCC(C)C)[C@H]1CC[C@@H]2[C@@]1(CC[C@H]3[C@H]2CC=C4[C@@]3(CC[C@@H](C4)Br)C)C (Cholesteryl Bromide). Reactants: C1=CC=CC=C1.C(C)(C)(C)NS(=O)=O (benzene (N-t-butyl)sulfonamide), C(CCC)[Li] (n-butyllithium), Cl (HCl), C(C)(C)OB(OC(C)C)OC(C)C (Triisopropylborate). Conditions: temperature 10 celsius, time 1 hour. Yields the product C(C)(C)(C)NS(=O)(=O)C1=C(C=CC=C1)B(O)O (2-(t-butylaminosulfonyl)phenylboronic acid). Run in C1CCOC1 (THF), CCCCCC (hexane). RXN SMILES: [CH:1]1[CH:6]=[CH:5][CH:4]=[CH:3][CH:2]=1.[C:7]([NH:11][SH:12](=[O:14])=[O:13])([CH3:10])([CH3:9])[CH3:8].C([Li])CCC.C([O:23][B:24](OC(C)C)[O:25]C(C)C)(C)C.Cl>C1COCC1.CCCCCC>[C:7]([NH:11][S:12]([C:1]1[CH:6]=[CH:5][CH:4]=[CH:3][C:2]=1[B:24]([OH:25])[OH:23])(=[O:14])=[O:13])([CH3:10])([CH3:9])[CH3:8] |f:0.1|. Reported procedure: To a solution of 206.5 g (0.968 mol) of benzene-(N-t-butyl)sulfonamide in 2500 mL of THF under N2 was added 790 mL (1.98 mol) of 2.5M n-butyllithium in hexane over 35 minutes, keeping the temperature between 0-5° C. The reaction mixture was allowed to warm to 10° C., at which time a thick precipitate formed. Triisopropylborate (305 mL, 1.32 mol) was added keeping the temperature below 35° C. After 1 hour, the reaction mixture was cooled , 1N HCl (1570 mL) was added, and the mixture was stirred o... The yield is 86.9%. Reactants: ClCC=1OC(=CN1)C1=CC=C(C=C1)Cl (2-chloromethyl-5-(4-chlorophenyl) oxazole), C1(C=2C(C(N1)=O)=CC=CC2)=O.[K] (potassium phthalimide), O (water). The solvent is CN(C=O)C (dimethylformamide). Run at time 1 hour. Yields the product ClC1=CC=C(C=C1)C1=CN=C(O1)CN1C(C=2C(C1=O)=CC=CC2)=O (N-[5-(4-chlorophenyl)-2-oxazolyl]methylphthalimide). The yield is 70.3%. Reaction SMILES: Cl[CH2:2][C:3]1[O:4][C:5]([C:8]2[CH:13]=[CH:12][C:11]([Cl:14])=[CH:10][CH:9]=2)=[CH:6][N:7]=1.[C:15]1(=[O:25])[NH:19][C:18](=[O:20])[C:17]2=[CH:21][CH:22]=[CH:23][CH:24]=[C:16]12.[K].O>CN(C)C=O>[Cl:14][C:11]1[CH:12]=[CH:13][C:8]([C:5]2[O:4][C:3]([CH2:2][N:19]3[C:18](=[O:20])[C:17]4=[CH:21][CH:22]=[CH:23][CH:24]=[C:16]4[C:15]3=[O:25])=[N:7][CH:6]=2)=[CH:9][CH:10]=1 |f:1.2,^1:25|. Procedure: A suspension of 2.3 g of 2-chloromethyl-5-(4-chlorophenyl) oxazole and 1.94 g of potassium phthalimide in 15 ml of dimethylformamide was stirred at room temperature for one hour. The reaction mixture was poured into 300 ml of water, and the resultant precipitate was filtered and recrystallized from ethanol to give 2.4 g (71 percent) of N-[5-(4-chlorophenyl)-2-oxazolyl]methylphthalimide. Reactants: FC(S(=O)(=O)OC1=NN(C2=C1C(=NC=C2)OC)C2=C(C=CC=C2F)F)(F)F (1-(2,6-difluorophenyl)-4-methoxy-1H-pyrazolo[4,3-c]pyridin-3-yl trifluoromethanesulfonate), ClN1C(CCC1=O)=O (N-chlorosuccinimide), O (water). Solvent: CN(C)C=O (DMF). Run at temperature 50 celsius. The product is FC(S(=O)(=O)OC1=NN(C2=C1C(=NC=C2Cl)OC)C2=C(C=CC=C2F)F)(F)F (7-chloro-1-(2,6-difluorophenyl)-4-methoxy-1H-pyrazolo[4,3-c]pyridin-3-yl trifluoromethanesulfonate). Isolated yield 47.8%. As a reaction SMILES: [F:1][C:2]([F:27])([F:26])[S:3]([O:6][C:7]1[C:11]2[C:12]([O:16][CH3:17])=[N:13][CH:14]=[CH:15][C:10]=2[N:9]([C:18]2[C:23]([F:24])=[CH:22][CH:21]=[CH:20][C:19]=2[F:25])[N:8]=1)(=[O:5])=[O:4].[Cl:28]N1C(=O)CCC1=O.O>CN(C=O)C>[F:27][C:2]([F:26])([F:1])[S:3]([O:6][C:7]1[C:11]2[C:12]([O:16][CH3:17])=[N:13][CH:14]=[C:15]([Cl:28])[C:10]=2[N:9]([C:18]2[C:23]([F:24])=[CH:22][CH:21]=[CH:20][C:19]=2[F:25])[N:8]=1)(=[O:5])=[O:4]. Procedure details: To a solution (10 mL) of 1-(2,6-difluorophenyl)-4-methoxy-1H-pyrazolo[4,3-c]pyridin-3-yl trifluoromethanesulfonate (500 mg) obtained in Step C of Example 35 in DMF was added N-chlorosuccinimide (215 mg) at room temperature. The reaction mixture was heated at 50° C. for 21 hr, and the mixture was allowed to be cooled to room temperature. To the reaction mixture was added water under ice-cooling, and the mixture was extracted with ethyl acetate. The organic layer was washed with saturated brine, d...